Dataset: the Open Reaction Database (ORD), a public repository of structured organic reaction records. Task: describe an organic reaction: reactants, conditions, products, and yield Starting materials: BrC1=CC=C(C=C1)S(=O)(=O)N(C)C(C)(C)C (4-bromo-N-tert-butyl-N-methyl-benzenesulfonamide), [F-].[Cs+] (CsF), COC(C1=CC=C(C=C1)B1OC(C(O1)(C)C)(C)C)=O (4-(4,4,5,5-Tetramethyl-[1,3,2]dioxaborolan-2-yl)-benzoic acid methyl ester), C1(CCCCC1)P(C1CCCCC1)C1CCCCC1 (tricyclohexylphosphine). Reagents/catalysts: CC(=O)[O-].CC(=O)[O-].[Pd+2] (Pd(OAc)2). Yields the product COC(=O)C1=CC=C(C=C1)C1=CC=C(C=C1)S(N(C)C(C)(C)C)(=O)=O (4′-(tert-Butyl-methyl-sulfamoyl)-biphenyl-4-carboxylic acid methyl ester). The yield is 64.6%. As a reaction SMILES: Br[C:2]1[CH:7]=[CH:6][C:5]([S:8]([N:11]([C:13]([CH3:16])([CH3:15])[CH3:14])[CH3:12])(=[O:10])=[O:9])=[CH:4][CH:3]=1.[CH3:17][O:18][C:19](=[O:35])[C:20]1[CH:25]=[CH:24][C:23](B2OC(C)(C)C(C)(C)O2)=[CH:22][CH:21]=1.C1(P(C2CCCCC2)C2CCCCC2)CCCCC1.[F-].[Cs+]>CC([O-])=O.CC([O-])=O.[Pd+2]>[CH3:17][O:18][C:19]([C:20]1[CH:25]=[CH:24][C:23]([C:2]2[CH:7]=[CH:6][C:5]([S:8](=[O:10])(=[O:9])[N:11]([C:13]([CH3:16])([CH3:15])[CH3:14])[CH3:12])=[CH:4][CH:3]=2)=[CH:22][CH:21]=1)=[O:35] |f:3.4,5.6.7|. Procedure details: Procedure S′: 4′-(tert-Butyl-methyl-sulfamoyl)-biphenyl-4-carboxylic acid methyl ester is prepared in a manner substantially analogous to Procedure O′ using 4-bromo-N-tert-butyl-N-methyl-benzenesulfonamide (459 mg, 1.5 mmol), 4-(4,4,5,5-Tetramethyl-[1,3,2]dioxaborolan-2-yl)-benzoic acid methyl ester (CAS 17136-80-0) (490 mg, 1.87 mmol), tricyclohexylphosphine (65 mg, 0.23 mmol), Pd(OAc)2 (34 mg, 0.15 mmol), and CsF (906 mg, 6 mmol) to give the intermediate 4′-(tert-Butyl-methyl-sulfamoyl)-biphen... Reactants: C[N+]1([O-])CCOCC1, CCC[N+](CCC)(CCC)CCC, ClCCl, O=[Ru](=O)(=O)[O-], CCOC(=O)C1C(CO)C1CCc1ccccc1. Product: CCOC(=O)C1C(C=O)C1CCc1ccccc1. RXN SMILES: [CH3:19][N+:20]1([O-:21])[CH2:22][CH2:23][O:24][CH2:25][CH2:26]1.[CH3:30][CH2:31][CH2:32][N+:33]([CH2:34][CH2:35][CH3:36])([CH2:37][CH2:38][CH3:39])[CH2:40][CH2:41][CH3:42].[Cl:27][CH2:28][Cl:29].[O:43]=[Ru:44](=[O:45])([O-:46])=[O:47].[OH:1][CH2:2][CH:3]1[CH:4]([C:14](=[O:15])[O:16][CH2:17][CH3:18])[CH:5]1[CH2:6][CH2:7][c:8]1[cH:9][cH:10][cH:11][cH:12][cH:13]1>>[O:1]=[CH:2][CH:3]1[CH:4]([C:14](=[O:15])[O:16][CH2:17][CH3:18])[CH:5]1[CH2:6][CH2:7][c:8]1[cH:9][cH:10][cH:11][cH:12][cH:13]1. Reactants: ClCCCS(=O)(=O)C1=CC=C(C(=O)OC)C=C1 (methyl 4-(3-chloropropylsulfonyl)benzoate), CC(C)([O-])C.[K+] (potassium tert-butoxide). Solvent: O (water), CC(C)(C)O (2-methylpropan-2-ol), CC(C)(C)O (2-methylpropan-2-ol). Reaction conditions: temperature 80 celsius, time 25 minute. Product: C1(CC1)S(=O)(=O)C1=CC=C(C(=O)O)C=C1 (4-cyclopropylsulfonylbenzoic acid). The yield is 79.0%. Reaction SMILES: Cl[CH2:2][CH2:3][CH2:4][S:5]([C:8]1[CH:17]=[CH:16][C:11]([C:12]([O:14]C)=[O:13])=[CH:10][CH:9]=1)(=[O:7])=[O:6].CC(C)([O-])C.[K+]>CC(O)(C)C.O>[CH:4]1([S:5]([C:8]2[CH:17]=[CH:16][C:11]([C:12]([OH:14])=[O:13])=[CH:10][CH:9]=2)(=[O:7])=[O:6])[CH2:2][CH2:3]1 |f:1.2|. Procedure: To a solution of methyl 4-(3-chloropropylsulfonyl)benzoate (1.89 g, 6.83 mmol) in 2-methylpropan-2-ol (20 mL) was added potassium tert-butoxide (1.53 g, 13.7 mmol) and the slurry heated at 80° C. for 10 min. Additional 2-methylpropan-2-ol (20 mL) was added to facilitate stirring and the heating continued for 25 min. The reaction mixture was diluted with water (100 mL) and washed with ethyl acetate (3×100 mL). The aqueous layer was acidified with 1N HCl and extracted with ethyl acetate (3×100 mL)... The reactants are CC(C)C[Al+]CC(C)C, ClCCl, [Cl-], [H-], [NH4+], CCOC(=O)c1cc2n(n1)CCOC2. As a reaction SMILES: [CH2:16]([Al+:17][CH2:18][CH:19]([CH3:20])[CH3:21])[CH:22]([CH3:23])[CH3:24].[CH2:27]([Cl:28])[Cl:29].[Cl-:25].[H-:15].[NH4+:26].[n:1]1[c:2]([C:10](=[O:11])[O:12][CH2:13][CH3:14])[cH:3][c:4]2[n:9]1[CH2:8][CH2:7][O:6][CH2:5]2>>[n:1]1[c:2]([CH2:10][OH:11])[cH:3][c:4]2[n:9]1[CH2:8][CH2:7][O:6][CH2:5]2. Yields the product OCc1cc2n(n1)CCOC2. As a reaction SMILES: [CH3:16][OH:17].[N+:1]([O-:2])(=[O:3])[c:4]1[cH:5][c:6]([N:10]2[CH2:11][CH2:12][O:13][CH2:14][CH2:15]2)[cH:7][cH:8][cH:9]1>>[NH2:1][c:4]1[cH:5][c:6]([N:10]2[CH2:11][CH2:12][O:13][CH2:14][CH2:15]2)[cH:7][cH:8][cH:9]1. Product: Nc1cccc(N2CCOCC2)c1. The reactants are CO, O=[N+]([O-])c1cccc(N2CCOCC2)c1. Starting materials: CCOC(C)=O, CN1CCCC1=O, O=[N+]([O-])c1ccc(Oc2cc(Cl)ncn2)cc1, Nc1ccccc1, O. Yields the product O=[N+]([O-])c1ccc(Oc2cc(Nc3ccccc3)ncn2)cc1. As a reaction SMILES: [CH3:25][CH2:26][O:27][C:28](=[O:29])[CH3:30].[CH3:32][N:33]1[CH2:34][CH2:35][CH2:36][C:37]1=[O:38].[Cl:1][c:2]1[n:3][cH:4][n:5][c:6]([O:8][c:9]2[cH:10][cH:11][c:12]([N+:15](=[O:16])[O-:17])[cH:13][cH:14]2)[cH:7]1.[NH2:18][c:19]1[cH:20][cH:21][cH:22][cH:23][cH:24]1.[OH2:31]>>[c:2]1([NH:18][c:19]2[cH:20][cH:21][cH:22][cH:23][cH:24]2)[n:3][cH:4][n:5][c:6]([O:8][c:9]2[cH:10][cH:11][c:12]([N+:15](=[O:16])[O-:17])[cH:13][cH:14]2)[cH:7]1. Yields the product CC1=NOC(=N1)C1=CC=C(C=C1)C(C(=O)C1=CC=CC=C1)C\C=C\C1=CC=CC=C1 ((E)-2-[4-(3-methyl-1,2,4-oxadiazol-5-yl)phenyl]-1,5-diphenyl-4-penten-1-one). Reactants: CC1=NOC(=N1)C1=CC=C(C=C1)CC(=O)C1=CC=CC=C1 (2-[4-(3-methyl-1,2,4-oxadiazol-5-yl)phenyl]-1-phenyl 1-ethanone), [H-].[Na+] (NaH), C(C=CC1=CC=CC=C1)Br (cinnamyl bromide). Run at time 15 minute. Solvent: CN(C)C=O (DMF), CN(C)C=O (DMF). Procedure: To a solution of 2-[4-(3-methyl-1,2,4-oxadiazol-5-yl)phenyl]-1-phenyl 1-ethanone (0.2 g, 0.72 mmole) in DMF (3 mL) was added NaH (0.022 g, 0.7 mmole) at 0° C. The reaction was stirred for 15 min. Then a solution of cinnamyl bromide (0.16 g, 0.84 mmol) in 1 mL DMF was added. The reaction was warmed to room temperature, and was then quenched with saturated NH4Cl solution and extracted with ethyl acetate. The organic phase was then dried (Na2SO4), filtered, and evaporated to give the title compound... RXN SMILES: [CH3:1][C:2]1[N:6]=[C:5]([C:7]2[CH:12]=[CH:11][C:10]([CH2:13][C:14]([C:16]3[CH:21]=[CH:20][CH:19]=[CH:18][CH:17]=3)=[O:15])=[CH:9][CH:8]=2)[O:4][N:3]=1.[H-].[Na+].[CH2:24](Br)[CH:25]=[CH:26][C:27]1[CH:32]=[CH:31][CH:30]=[CH:29][CH:28]=1>CN(C=O)C>[CH3:1][C:2]1[N:6]=[C:5]([C:7]2[CH:8]=[CH:9][C:10]([CH:13]([CH2:24]/[CH:25]=[CH:26]/[C:27]3[CH:32]=[CH:31][CH:30]=[CH:29][CH:28]=3)[C:14]([C:16]3[CH:21]=[CH:20][CH:19]=[CH:18][CH:17]=3)=[O:15])=[CH:11][CH:12]=2)[O:4][N:3]=1 |f:1.2|.